From a dataset of the Open Reaction Database (ORD), a public repository of structured organic reaction records. describe an organic reaction: reactants, conditions, products, and yield The reactants are ClC1=C(C=O)C=CC=C1 (chlorobenzaldehyde), C(CC(=O)OCC)(=O)OCC (diethyl malonate), C(C)(=O)O (acetic acid), N1CCCCC1 (piperdine). The solvent is C1=CC=CC=C1 (benzene), O (water). Yields the product ClC1=C(C=CC=C1)C=C(C(=O)OCC)C(=O)OCC ([(2-Chlorophenyl)methylene]propanedioic acid, diethyl ester). Reaction SMILES: [Cl:1][C:2]1[CH:9]=[CH:8][CH:7]=[CH:6][C:3]=1[CH:4]=O.[C:10]([O:18][CH2:19][CH3:20])(=[O:17])[CH2:11][C:12]([O:14][CH2:15][CH3:16])=[O:13].C(O)(=O)C.N1CCCCC1>C1C=CC=CC=1.O>[Cl:1][C:2]1[CH:9]=[CH:8][CH:7]=[CH:6][C:3]=1[CH:4]=[C:11]([C:12]([O:14][CH2:15][CH3:16])=[O:13])[C:10]([O:18][CH2:19][CH3:20])=[O:17]. Procedure: A mixture of 97% chlorobenzaldehyde (51.5 g, 41.3 ml, 0.35 mole), diethyl malonate (57 g, 54 ml, 0.35 mole), acetic acid (1 ml) and piperdine (2 ml) in benzene (150 ml) was heated under reflux with azeotropic removal of water overnight. Benzene was removed by distillation, the residue was diluted with ethyl acetate (200 ml), washed with 10% hydrochloric acid, saturated potassium bicarbonate, brine and dried over anhydrous magnesium sulfate and concentrated in vacuo to yield 100 g of the title A ... Starting materials: O=C([O-])[O-], CN(C)C=O, BrC1CCCC1, [K+], [K+], COc1ccc(C=O)cc1O, O. Yields the product COc1ccc(C=O)cc1OC1CCCC1. Reaction SMILES: [C:1](=[O:2])([O-:3])[O-:4].[CH:24]([N:25]([CH3:26])[CH3:27])=[O:28].[CH:7]1([Br:12])[CH2:8][CH2:9][CH2:10][CH2:11]1.[K+:5].[K+:6].[O:13]=[CH:14][c:15]1[cH:16][c:17]([OH:18])[c:19]([O:20][CH3:21])[cH:22][cH:23]1.[OH2:29]>>[CH:7]1([O:18][c:17]2[cH:16][c:15]([CH:14]=[O:13])[cH:23][cH:22][c:19]2[O:20][CH3:21])[CH2:8][CH2:9][CH2:10][CH2:11]1. The reactants are BrN1C(N(C(NC1=O)=O)Br)=O (Dibromoisocyanuric acid), C1(CC1)C1=C(C(=C(C=O)C=C1)O)F (4-cyclopropyl-3-fluoro-2-hydroxybenzaldehyde), S(=S)(=O)([O-])[O-].[Na+].[Na+] (sodium thiosulfate). The solvent is CN(C)C=O (DMF). Reaction conditions: time 3 hour. Yields the product BrC=1C(=C(C(=C(C=O)C1)O)F)C1CC1 (5-Bromo-4-cyclopropyl-3-fluoro-2-hydroxybenzaldehyde). Yield: 134.0%. As a reaction SMILES: [Br:1]N1C(=O)NC(=O)N(Br)C1=O.[CH:12]1([C:15]2[CH:22]=[CH:21][C:18]([CH:19]=[O:20])=[C:17]([OH:23])[C:16]=2[F:24])[CH2:14][CH2:13]1.S([O-])([O-])(=O)=S.[Na+].[Na+]>CN(C=O)C>[Br:1][C:22]1[C:15]([CH:12]2[CH2:13][CH2:14]2)=[C:16]([F:24])[C:17]([OH:23])=[C:18]([CH:21]=1)[CH:19]=[O:20] |f:2.3.4|. Procedure: Dibromoisocyanuric acid (1.43 g) was added at room temperature to a DMF (50 mL) solution of 4-cyclopropyl-3-fluoro-2-hydroxybenzaldehyde (1.50 g), and the mixture was stirred at the same temperature as above for 3 hours in a nitrogen atmosphere. A saturated aqueous solution of sodium thiosulfate was added to the reaction mixture at room temperature, followed by extraction with ethyl acetate. The obtained organic layer was washed with water and saturated saline in this order and dried over anhydr... Starting materials: Cl (Hydrochloric acid), ClC=1C=C(OC2=C(C(=O)OCC)C=C(C=C2)NC=2C3=C(N=CN2)C=CN3)C=C(C1)Cl (ethyl 2-(3,5-dichlorophenoxy)-5-(5H-pyrrolo[3,2-d]pyrimidin-4-ylamino)benzoate), O1CCCC1 (tetrahydrofuran), [OH-].[Na+] (sodium hydroxide). Run in O (water), C(C)O (ethanol). Run at time 16 hour. The product is ClC=1C=C(OC2=C(C(=O)O)C=C(C=C2)NC=2C3=C(N=CN2)C=CN3)C=C(C1)Cl (2-(3,5-dichlorophenoxy)-5-(5H-pyrrolo[3,2-d]pyrimidin-4-ylamino)benzoic acid). Isolated yield 81.1%. Reaction SMILES: [Cl:1][C:2]1[CH:3]=[C:4]([CH:27]=[C:28]([Cl:30])[CH:29]=1)[O:5][C:6]1[CH:16]=[CH:15][C:14]([NH:17][C:18]2[C:19]3[NH:26][CH:25]=[CH:24][C:20]=3[N:21]=[CH:22][N:23]=2)=[CH:13][C:7]=1[C:8]([O:10]CC)=[O:9].O1CCCC1.[OH-].[Na+].Cl>O.C(O)C>[Cl:1][C:2]1[CH:3]=[C:4]([CH:27]=[C:28]([Cl:30])[CH:29]=1)[O:5][C:6]1[CH:16]=[CH:15][C:14]([NH:17][C:18]2[C:19]3[NH:26][CH:25]=[CH:24][C:20]=3[N:21]=[CH:22][N:23]=2)=[CH:13][C:7]=1[C:8]([OH:10])=[O:9] |f:2.3|. Procedure details: To a solution of ethyl 2-(3,5-dichlorophenoxy)-5-(5H-pyrrolo[3,2-d]pyrimidin-4-ylamino)benzoate (100 mg) in a mixed solvent of tetrahydrofuran (0.68 mL) and ethanol (0.68 mL) was added 1N aqueous sodium hydroxide solution (0.68 mL), and the mixture was stirred at room temperature for 16 hrs. 1N Hydrochloric acid (0.68 mL) and water (5 mL) were added to the reaction mixture, and the mixture was stirred at room temperature for 30 min. The resultant precipitate was collected by filtration, washed w... Starting materials: CC1(OB(OC1(C)C)C1=CN(C2=CC=C(C=C12)C1=NN=C(O1)NCC(F)(F)F)S(=O)(=O)C1=CC=C(C)C=C1)C (5-(3-(4,4,5,5-tetramethyl-1,3,2-dioxaborolan-2-yl)-1-tosyl-1H-indol-5-yl)-N-(2,2,2-trifluoroethyl)-1,3,4-oxadiazol-2-amine), BrC1=NC=CC(=N1)C1CC1 (2-bromo-4-cyclopropylpyrimidine), P(=O)([O-])([O-])[O-].[K+].[K+].[K+] (potassium phosphate), C1(CCCCC1)P(C1=C(C=CC=C1)C1=C(C=C(C=C1C(C)C)C(C)C)C(C)C)C1CCCCC1 (dicyclohexyl(2′,4′,6′-triisopropylbiphenyl-2-yl)phosphine). The reagents and catalysts are C=1C=CC(=CC1)/C=C/C(=O)/C=C/C2=CC=CC=C2.C=1C=CC(=CC1)/C=C/C(=O)/C=C/C2=CC=CC=C2.C=1C=CC(=CC1)/C=C/C(=O)/C=C/C2=CC=CC=C2.[Pd].[Pd] (Pd2(dba)3). Reaction conditions: temperature 100 celsius. Yields the product C1(CC1)C1=NC(=NC=C1)C1=CN(C2=CC=C(C=C12)C1=NN=C(O1)NCC(F)(F)F)S(=O)(=O)C1=CC=C(C)C=C1 (5-(3-(4-cyclopropylpyrimidin-2-yl)-1-tosyl-1H-indol-5-yl)-N-(2,2,2-trifluoroethyl)-1,3,4-oxadiazol-2-amine). As a reaction SMILES: CC1(C)C(C)(C)OB([C:9]2[C:17]3[C:12](=[CH:13][CH:14]=[C:15]([C:18]4[O:22][C:21]([NH:23][CH2:24][C:25]([F:28])([F:27])[F:26])=[N:20][N:19]=4)[CH:16]=3)[N:11]([S:29]([C:32]3[CH:38]=[CH:37][C:35]([CH3:36])=[CH:34][CH:33]=3)(=[O:31])=[O:30])[CH:10]=2)O1.Br[C:41]1[N:46]=[C:45]([CH:47]2[CH2:49][CH2:48]2)[CH:44]=[CH:43][N:42]=1.P([O-])([O-])([O-])=O.[K+].[K+].[K+].C1(P(C2CCCCC2)C2C=CC=CC=2C2C(C(C)C)=CC(C(C)C)=CC=2C(C)C)CCCCC1>C1C=CC(/C=C/C(/C=C/C2C=CC=CC=2)=O)=CC=1.C1C=CC(/C=C/C(/C=C/C2C=CC=CC=2)=O)=CC=1.C1C=CC(/C=C/C(/C=C/C2C=CC=CC=2)=O)=CC=1.[Pd].[Pd]>[CH:47]1([C:45]2[CH:44]=[CH:43][N:42]=[C:41]([C:9]3[C:17]4[C:12](=[CH:13][CH:14]=[C:15]([C:18]5[O:22][C:21]([NH:23][CH2:24][C:25]([F:27])([F:26])[F:28])=[N:20][N:19]=5)[CH:16]=4)[N:11]([S:29]([C:32]4[CH:38]=[CH:37][C:35]([CH3:36])=[CH:34][CH:33]=4)(=[O:31])=[O:30])[CH:10]=3)[N:46]=2)[CH2:49][CH2:48]1 |f:2.3.4.5,7.8.9.10.11|. Procedure details: To a 5 mL glass microwave tube containing 5-(3-(4,4,5,5-tetramethyl-1,3,2-dioxaborolan-2-yl)-1-tosyl-1H-indol-5-yl)-N-(2,2,2-trifluoroethyl)-1,3,4-oxadiazol-2-amine (180 mg, 0.320 mmol) was added 2-bromo-4-cyclopropylpyrimidine (73.3 mg, 0.368 mmol) (CombiPhos Catalysts Inc.), potassium phosphate (204 mg, 0.960 mmol) (Sigma-Aldrich), dicyclohexyl(2′,4′,6′-triisopropylbiphenyl-2-yl)phosphine (9.16 mg, 0.019 mmol) (Strem), and Pd2(dba)3 (8.79 mg, 9.60 μmol) (Strem). The tube was purged with argon,...